Task: describe an organic reaction: reactants, conditions, products, and yield. Dataset: the Open Reaction Database (ORD), a public repository of structured organic reaction records The reactants are O=C([O-])O, COc1ccc(CC#N)cn1, [Na+]. Yields the product COc1ccc(CC(N)=O)cn1. As a reaction SMILES: [C:12]([O-:13])(=[O:14])[OH:15].[CH3:1][O:2][c:3]1[cH:4][cH:5][c:6]([CH2:9][C:10]#[N:11])[cH:7][n:8]1.[Na+:16]>>[CH3:1][O:2][c:3]1[cH:4][cH:5][c:6]([CH2:9][C:10]([NH2:11])=[O:13])[cH:7][n:8]1. Reactants: [BH4-], CO, CC(=O)c1ccccc1N, [Na+]. Product: CC(O)c1ccccc1N. Reaction SMILES: [BH4-:1].[CH3:13][OH:14].[NH2:3][c:4]1[c:5]([C:10]([CH3:11])=[O:12])[cH:6][cH:7][cH:8][cH:9]1.[Na+:2]>>[NH2:3][c:4]1[c:5]([CH:10]([CH3:11])[OH:12])[cH:6][cH:7][cH:8][cH:9]1.